From a dataset of the Open Reaction Database (ORD), a public repository of structured organic reaction records. describe an organic reaction: reactants, conditions, products, and yield The reactants are Cc1cc2c(N)nccc2cc1OC1CCCN(C(=O)OC(C)(C)C)C1, ClCCl, O=C(O)C(F)(F)F. The product is Cc1cc2c(N)nccc2cc1OC1CCCNC1. Reaction SMILES: [C:1]([O:2][C:3](=[O:4])[N:8]1[CH2:9][CH:10]([O:14][c:15]2[cH:16][c:17]3[cH:18][cH:19][n:20][c:21]([NH2:26])[c:22]3[cH:23][c:24]2[CH3:25])[CH2:11][CH2:12][CH2:13]1)([CH3:5])([CH3:6])[CH3:7].[Cl:27][CH2:28][Cl:29].[OH:30][C:31]([C:32]([F:33])([F:34])[F:35])=[O:36]>>[NH:8]1[CH2:9][CH:10]([O:14][c:15]2[cH:16][c:17]3[cH:18][cH:19][n:20][c:21]([NH2:26])[c:22]3[cH:23][c:24]2[CH3:25])[CH2:11][CH2:12][CH2:13]1. Yields the product CN(C)CC=CC(=O)N1CCCc2c(sc3ncnc(Nc4ccc(F)c(Cl)c4)c23)C1. RXN SMILES: [CH3:25][N:26]([CH2:27][CH:28]=[CH:29][C:30](=[O:31])[OH:32])[CH3:33].[Cl:1][c:2]1[cH:3][c:4]([NH:9][c:10]2[n:11][cH:12][n:13][c:14]3[c:15]2[c:16]2[c:17]([s:23]3)[CH2:18][NH:19][CH2:20][CH2:21][CH2:22]2)[cH:5][cH:6][c:7]1[F:8].[ClH:24]>>[Cl:1][c:2]1[cH:3][c:4]([NH:9][c:10]2[n:11][cH:12][n:13][c:14]3[c:15]2[c:16]2[c:17]([s:23]3)[CH2:18][N:19]([C:30]([CH:29]=[CH:28][CH2:27][N:26]([CH3:25])[CH3:33])=[O:31])[CH2:20][CH2:21][CH2:22]2)[cH:5][cH:6][c:7]1[F:8]. Starting materials: CN(C)CC=CC(=O)O, Fc1ccc(Nc2ncnc3sc4c(c23)CCCNC4)cc1Cl, Cl.